Task: describe an organic reaction: reactants, conditions, products, and yield. Dataset: the Open Reaction Database (ORD), a public repository of structured organic reaction records The reactants are Cl.FCC1C(C(N1)=O)N (4-fluoromethyl-3-amino-2-oxo-azetidine hydrochloride), S(=O)(=O)(C1=CC=C(C)C=C1)Cl (tosyl chloride), C(C1=CC=CC=C1)(C1=CC=CC=C1)(C1=CC=CC=C1)NC=1SC=C(N1)C(C(=O)O)=NOC(C1=CC=CC=C1)(C1=CC=CC=C1)C1=CC=CC=C1 (2-(2-tritylamino-4-thiazolyl)-2-trityloxyimino-acetic acid), CC(=O)C (acetone). Solvent: C(Cl)Cl (methylene chloride), C(C)N(CC)CC (triethylamine), C(C)N(CC)CC (triethylamine), C(Cl)Cl (methylene chloride). Conditions: time 1 hour. The product is FC[C@@H]1[C@@H](C(N1)=O)NC(C(=NOC(C1=CC=CC=C1)(C1=CC=CC=C1)C1=CC=CC=C1)C=1N=C(SC1)NC(C1=CC=CC=C1)(C1=CC=CC=C1)C1=CC=CC=C1)=O (cis 4-fluoromethyl-3-[2-(2-tritylamino-4-thiazolyl)-2-trityloxyimino-acetamido]-2-oxo-azetidine). Reaction SMILES: S(Cl)(C1C=CC(C)=CC=1)(=O)=O.[C:12]([NH:31][C:32]1[S:33][CH:34]=[C:35]([C:37](=[N:41][O:42][C:43]([C:56]2[CH:61]=[CH:60][CH:59]=[CH:58][CH:57]=2)([C:50]2[CH:55]=[CH:54][CH:53]=[CH:52][CH:51]=2)[C:44]2[CH:49]=[CH:48][CH:47]=[CH:46][CH:45]=2)[C:38](O)=[O:39])[N:36]=1)([C:25]1[CH:30]=[CH:29][CH:28]=[CH:27][CH:26]=1)([C:19]1[CH:24]=[CH:23][CH:22]=[CH:21][CH:20]=1)[C:13]1[CH:18]=[CH:17][CH:16]=[CH:15][CH:14]=1.CC(C)=O.Cl.[F:67][CH2:68][CH:69]1[NH:72][C:71](=[O:73])[CH:70]1[NH2:74]>C(Cl)Cl.C(N(CC)CC)C>[F:67][CH2:68][C@H:69]1[NH:72][C:71](=[O:73])[C@H:70]1[NH:74][C:38](=[O:39])[C:37]([C:35]1[N:36]=[C:32]([NH:31][C:12]([C:25]2[CH:30]=[CH:29][CH:28]=[CH:27][CH:26]=2)([C:19]2[CH:20]=[CH:21][CH:22]=[CH:23][CH:24]=2)[C:13]2[CH:14]=[CH:15][CH:16]=[CH:17][CH:18]=2)[S:33][CH:34]=1)=[N:41][O:42][C:43]([C:56]1[CH:61]=[CH:60][CH:59]=[CH:58][CH:57]=1)([C:50]1[CH:51]=[CH:52][CH:53]=[CH:54][CH:55]=1)[C:44]1[CH:45]=[CH:46][CH:47]=[CH:48][CH:49]=1 |f:3.4|. Reported procedure: 0.228 g of tosyl chloride were added to a mixture of 0.806 g of the syn isomer of 2-(2-tritylamino-4-thiazolyl)-2-trityloxyimino-acetic acid, 5 ml of acetone and 0.17 ml of triethylamine and the mixture was stirred for one hour. A solution of 0.155 g of 4-fluoromethyl-3-amino-2-oxo-azetidine hydrochloride in 5 ml of methylene chloride and 0.31 ml of triethylamine was added to the mixture which was stirred for 20 minutes and added to methylene chloride. The mixture was stirred for 90 minutes and ... The reactants are N1C(CC2=CC=CC=C12)=O (1,3-Dihydro-indol-2-one), CN(CCNC(=O)C1=C(NC(=C1C)C=O)C)C (5-formyl-2,4-dimethyl-1H-pyrrole-3-carboxylic acid (2-dimethylamino-ethyl)amide). Yields the product CN(CCNC(=O)C1=C(NC(=C1C)C=C1C(NC2=CC=CC=C12)=O)C)C (2,4-dimethyl-5-(2-oxo-1,2-dihydro-indol-3-ylidenemethyl)-1H-pyrrole-3-carboxylic acid (2-dimethylaminoethyl)-amide). RXN SMILES: [NH:1]1[C:9]2[C:4](=[CH:5][CH:6]=[CH:7][CH:8]=2)[CH2:3][C:2]1=[O:10].[CH3:11][N:12]([CH3:27])[CH2:13][CH2:14][NH:15][C:16]([C:18]1[C:22]([CH3:23])=[C:21]([CH:24]=O)[NH:20][C:19]=1[CH3:26])=[O:17]>>[CH3:11][N:12]([CH3:27])[CH2:13][CH2:14][NH:15][C:16]([C:18]1[C:22]([CH3:23])=[C:21]([CH:24]=[C:3]2[C:4]3[C:9](=[CH:8][CH:7]=[CH:6][CH:5]=3)[NH:1][C:2]2=[O:10])[NH:20][C:19]=1[CH3:26])=[O:17]. Reported procedure: 1,3-Dihydro-indol-2-one was condensed with 5-formyl-2,4-dimethyl-1H-pyrrole-3-carboxylic acid (2-dimethylamino-ethyl)amide to give the title compound. Reactants: C(=O)OC (methyl formate), [C]=O (carbon monoxide), C[O-].[Na+] (sodium methylate), NCCC#N (β-amino-propionitrile). The product is [Na]C(=O)C(C#N)CNC=O (α-sodioformyl-β-formylamino propionitrile). As a reaction SMILES: [NH2:1][CH2:2][CH2:3][C:4]#[N:5].C([O:8][CH3:9])=O.[C]=O.[CH3:12][O-:13].[Na+:14]>>[Na:14][C:12]([CH:3]([CH2:2][NH:1][CH:9]=[O:8])[C:4]#[N:5])=[O:13] |f:3.4,^3:9|. Reported procedure: A method according to claim 1 in which in said step (a) β-amino-propionitrile is reacted with methyl formate and carbon monoxide in the presence of sodium methylate at a temperature of 70°C to obtain α-sodioformyl-β-formylamino propionitrile. Reactants: C(C1=CC=CC=C1)N1CC(CC1)NC1=NC(=CC(=C1)C)C (1-Benzyl-3-(4,6-dimethylpyridin-2-ylamino)pyrrolidine). The reagents and catalysts are [OH-].[OH-].[Pd+2] (Pd(OH)2/C). Solvent: CO (methanol). Reaction conditions: time 20 hour. Yields the product CC1=CC(=NC(=C1)C)NC1CNCC1 (3-(4,6-dimethylpyridin-2-ylamino)pyrrolidine). The yield is 11.3%. Reaction SMILES: C([N:8]1[CH2:12][CH2:11][CH:10]([NH:13][C:14]2[CH:19]=[C:18]([CH3:20])[CH:17]=[C:16]([CH3:21])[N:15]=2)[CH2:9]1)C1C=CC=CC=1>CO.[OH-].[OH-].[Pd+2]>[CH3:20][C:18]1[CH:17]=[C:16]([CH3:21])[N:15]=[C:14]([NH:13][CH:10]2[CH2:11][CH2:12][NH:8][CH2:9]2)[CH:19]=1 |f:2.3.4|. Procedure details: A mixture of 2-amino-4,6-dimethylpyridine (2.0 g), 1-benzylpyrrolidin-3-one (2.9 g), acetic acid (2.9 mL), and chloroform (34 mL) was ice-cooled, followed by addition of sodium triacetoxyborohydride (4.9 g), and the mixture was stirred for 18 h while heating slowly to room temperature. To the reaction mixture was added 1 M aqueous sodium hydroxide to make it basic, and then the mixture was extracted with chloroform. The organic layer was dried with anhydrous magnesium sulfate, then the desiccant... Starting materials: C1(CC1)C=1N=NSC1C(=O)OC (Methyl 4-cyclopropyl-1,2,3-thiadiazole-5-carboxylate), [OH-].[Na+] (sodium hydroxide). The solvent is CO (methanol). Reaction conditions: time 2 hour. Product: C1(CC1)C=1N=NSC1C(=O)O (4-cyclopropyl-1,2,3-thiadiazole-5-carboxylic acid). Isolated yield 86.6%. As a reaction SMILES: [CH:1]1([C:4]2[N:5]=[N:6][S:7][C:8]=2[C:9]([O:11]C)=[O:10])[CH2:3][CH2:2]1.[OH-].[Na+]>CO>[CH:1]1([C:4]2[N:5]=[N:6][S:7][C:8]=2[C:9]([OH:11])=[O:10])[CH2:2][CH2:3]1 |f:1.2|. Reported procedure: Methyl 4-cyclopropyl-1,2,3-thiadiazole-5-carboxylate (35 g; 190 mmols) was dissolved in methanol (150 ml), and an aqueous solution (150 ml) of sodium hydroxide (15 g; 360 mmols) was added dropwise thereto over 30 minutes under cooling in an ice-bath. After completion of the dropwise addition, the mixture was stirred for 2 hours at room temperature, and methanol was evaporated under reduced pressure, followed by washing with ethyl acetate. The aqueous layer was acidified by using concentrated hyd... Starting materials: [Cl-], CC1CCC(C(N)=O)N1C(=O)CCl, [NH4+], O=P(Cl)(Cl)Cl, c1ccncc1, c1c[nH]cn1. As a reaction SMILES: [Cl-:24].[Cl:1][CH2:2][C:3](=[O:4])[N:5]1[CH:6]([C:11](=[O:12])[NH2:13])[CH2:7][CH2:8][CH:9]1[CH3:10].[NH4+:25].[P:19]([Cl:20])([Cl:21])([Cl:22])=[O:23].[cH:26]1[cH:27][cH:28][n:29][cH:30][cH:31]1.[nH:14]1[cH:15][cH:16][n:17][cH:18]1>>[Cl:1][CH2:2][C:3](=[O:4])[N:5]1[CH:6]([C:11]#[N:13])[CH2:7][CH2:8][CH:9]1[CH3:10]. Yields the product CC1CCC(C#N)N1C(=O)CCl.